From a dataset of the Open Reaction Database (ORD), a public repository of structured organic reaction records. describe an organic reaction: reactants, conditions, products, and yield The reactants are BrC1=C2C=CC=NC2=C(C(=N1)C(=O)OC)O (Methyl 5-bromo-8-hydroxy-1,6-naphthyridine-7-carboxylate), CS(=O)(=O)C1=C(C=CC=C1)CN (1-[2-(methylsulfonyl)phenyl]methanamine). The solvent is CO (methanol). Conditions: time 4 day. Yields the product BrC1=C2C=CC=NC2=C(C(=N1)C(=O)NCC1=C(C=CC=C1)S(=O)(=O)C)O (5-bromo-8-hydroxy-N-[2-(methylsulfonyl)benzyl]-1,6-naphthyridine-7-carboxamide). As a reaction SMILES: [Br:1][C:2]1[N:11]=[C:10]([C:12]([O:14]C)=O)[C:9]([OH:16])=[C:8]2[C:3]=1[CH:4]=[CH:5][CH:6]=[N:7]2.[CH3:17][S:18]([C:21]1[CH:26]=[CH:25][CH:24]=[CH:23][C:22]=1[CH2:27][NH2:28])(=[O:20])=[O:19]>CO>[Br:1][C:2]1[N:11]=[C:10]([C:12]([NH:28][CH2:27][C:22]2[CH:23]=[CH:24][CH:25]=[CH:26][C:21]=2[S:18]([CH3:17])(=[O:20])=[O:19])=[O:14])[C:9]([OH:16])=[C:8]2[C:3]=1[CH:4]=[CH:5][CH:6]=[N:7]2. Procedure details: Methyl 5-bromo-8-hydroxy-1,6-naphthyridine-7-carboxylate (500 mg, 1.77 mmol, prepared as in Example 113) and 1-[2-(methylsulfonyl)phenyl]methanamine (491 mg, 2.65 mmol) were suspended in 10 mL methanol in an oven-dried Schlenck tube. The solution was purged with Argon for 1 minute and capped. The solution was heated to 80 deg C. with stirring over 4 days. Upon cooling a white solid precipitated out of the methanol. LCMS analysis indicated that the precipitate was the desired product. Filtration ... Reactants: C[N+](C)=c1ccn(S(=O)(=O)[N-]C(=O)OC(C)(C)C)cc1, CNCc1ccccc1, ClCCl. The product is CN(Cc1ccccc1)S(=O)(=O)NC(=O)OC(C)(C)C. As a reaction SMILES: [C:1]([CH3:2])([CH3:3])([CH3:4])[O:5][C:6](=[O:7])[N-:8][S:9](=[O:10])(=[O:11])[n:12]1[cH:13][cH:14][c:15](=[N+:16]([CH3:17])[CH3:18])[cH:19][cH:20]1.[CH3:21][NH:22][CH2:23][c:24]1[cH:25][cH:26][cH:27][cH:28][cH:29]1.[Cl:30][CH2:31][Cl:32]>>[C:1]([CH3:2])([CH3:3])([CH3:4])[O:5][C:6](=[O:7])[NH:8][S:9](=[O:10])(=[O:11])[N:22]([CH3:21])[CH2:23][c:24]1[cH:25][cH:26][cH:27][cH:28][cH:29]1. Reactants: CO, Cc1ccccc1-c1cc(N2CCN(C)CC2)[n+]([O-])cc1N(C)C(=O)C(C)(C)c1cc(C(F)(F)F)cc(C(F)(F)F)c1, [K+], [K+], [Na+], O=C([O-])O, O, O=S(=O)([O-])OOS(=O)(=O)[O-]. Product: Cc1ccccc1-c1cc(N2CC[N+](C)([O-])CC2)[n+]([O-])cc1N(C)C(=O)C(C)(C)c1cc(C(F)(F)F)cc(C(F)(F)F)c1. RXN SMILES: [CH3:60][OH:61].[F:1][C:2]([c:3]1[cH:4][c:5]([C:13]([C:14](=[O:15])[N:16]([CH3:17])[c:18]2[c:19](-[c:32]3[c:33]([CH3:38])[cH:34][cH:35][cH:36][cH:37]3)[cH:20][c:21]([N:25]3[CH2:26][CH2:27][N:28]([CH3:31])[CH2:29][CH2:30]3)[n+:22]([O-:24])[cH:23]2)([CH3:39])[CH3:40])[cH:6][c:7]([C:9]([F:10])([F:11])[F:12])[cH:8]1)([F:41])[F:42].[K+:58].[K+:59].[Na+:47].[O-:43][C:44]([OH:45])=[O:46].[OH2:62].[S:48]([O:49][O:50][S:51]([O-:52])(=[O:53])=[O:54])([O-:55])(=[O:56])=[O:57]>>[F:1][C:2]([c:3]1[cH:4][c:5]([C:13]([C:14](=[O:15])[N:16]([CH3:17])[c:18]2[c:19](-[c:32]3[c:33]([CH3:38])[cH:34][cH:35][cH:36][cH:37]3)[cH:20][c:21]([N:25]3[CH2:26][CH2:27][N+:28]([CH3:31])([O-:43])[CH2:29][CH2:30]3)[n+:22]([O-:24])[cH:23]2)([CH3:39])[CH3:40])[cH:6][c:7]([C:9]([F:10])([F:11])[F:12])[cH:8]1)([F:41])[F:42]. The reactants are BrC1=NSC(=N1)C1=CC(=C(C=C1)OC(C)C)Cl (3-bromo-5-{3-chloro-4-[(1-methylethyl)oxy]phenyl}-1,2,4-thiadiazole), C(C)C1=C(C=CC=C1B1OC(C(O1)(C)C)(C)C)C1CCNCC1 (4-[2-ethyl-3-(4,4,5,5-tetramethyl-1,3,2-dioxaborolan-2-yl)phenyl]piperidine), P(=O)([O-])([O-])[O-].[K+].[K+].[K+] (tripotassium phosphate). Reagents/catalysts: C=1C=CC(=CC1)[P](C=2C=CC=CC2)(C=3C=CC=CC3)[Pd]([P](C=4C=CC=CC4)(C=5C=CC=CC5)C=6C=CC=CC6)([P](C=7C=CC=CC7)(C=8C=CC=CC8)C=9C=CC=CC9)[P](C=1C=CC=CC1)(C=1C=CC=CC1)C=1C=CC=CC1 (Pd(Ph3P)4). Solvent: CN(C=O)C (N,N-Dimethylformamide), O (Water). Conditions: time 20 minute. Product: ClC=1C=C(C=CC1OC(C)C)C1=NC(=NS1)C=1C(=C(C=CC1)C1CCNCC1)CC (4-[3-(5-{3-chloro-4-[(1-methylethyl)oxy]phenyl}-1,2,4-thiadiazol-3-yl)-2-ethylphenyl]piperidine). Isolated yield 23.3%. Reaction SMILES: Br[C:2]1[N:6]=[C:5]([C:7]2[CH:12]=[CH:11][C:10]([O:13][CH:14]([CH3:16])[CH3:15])=[C:9]([Cl:17])[CH:8]=2)[S:4][N:3]=1.[CH2:18]([C:20]1[C:25](B2OC(C)(C)C(C)(C)O2)=[CH:24][CH:23]=[CH:22][C:21]=1[CH:35]1[CH2:40][CH2:39][NH:38][CH2:37][CH2:36]1)[CH3:19].P([O-])([O-])([O-])=O.[K+].[K+].[K+]>CN(C)C=O.O.C1C=CC([P]([Pd]([P](C2C=CC=CC=2)(C2C=CC=CC=2)C2C=CC=CC=2)([P](C2C=CC=CC=2)(C2C=CC=CC=2)C2C=CC=CC=2)[P](C2C=CC=CC=2)(C2C=CC=CC=2)C2C=CC=CC=2)(C2C=CC=CC=2)C2C=CC=CC=2)=CC=1>[Cl:17][C:9]1[CH:8]=[C:7]([C:5]2[S:4][N:3]=[C:2]([C:25]3[C:20]([CH2:18][CH3:19])=[C:21]([CH:35]4[CH2:40][CH2:39][NH:38][CH2:37][CH2:36]4)[CH:22]=[CH:23][CH:24]=3)[N:6]=2)[CH:12]=[CH:11][C:10]=1[O:13][CH:14]([CH3:16])[CH3:15] |f:2.3.4.5,^1:58,60,79,98|. Procedure: To a solution of 3-bromo-5-{3-chloro-4-[(1-methylethyl)oxy]phenyl}-1,2,4-thiadiazole (D43) (548 mg, 1.643 mmol), 4-[2-ethyl-3-(4,4,5,5-tetramethyl-1,3,2-dioxaborolan-2-yl)phenyl]piperidine (D119) (544 mg, 1.725 mmol) and Pd(Ph3P)4 (190 mg, 0.164 mmol) in N,N-Dimethylformamide (DMF) (5 mL) and Water (1.000 mL) was added tripotassium phosphate (1395 mg, 6.57 mmol), The solution was sealed and irritated in Biotage MW at 120° C. for 20 min. The mixture was directly dried with silica gel and purified... Starting materials: C1OC2(CCC=3NC4=CC=CC=C4C3C2)OC1 (3,3-ethylenedioxy-1,2,3,4-tetrahydrocarbazole), C1(=CC=C(C=C1)S(=O)(=O)O)C (p-toluenesulphonic acid). The solvent is CC(=O)C (acetone). The product is C1CC(CC=2C3=CC=CC=C3NC12)=O (1,2,4,9-Tetrahydrocarbazol-3-one). RXN SMILES: C1CO[C:3]2([CH2:15][C:14]3[C:13]4[C:8](=[CH:9][CH:10]=[CH:11][CH:12]=4)[NH:7][C:6]=3[CH2:5][CH2:4]2)[O:2]1.C1(C)C=CC(S(O)(=O)=O)=CC=1>CC(C)=O>[CH2:5]1[C:6]2[NH:7][C:8]3[C:13](=[CH:12][CH:11]=[CH:10][CH:9]=3)[C:14]=2[CH2:15][C:3](=[O:2])[CH2:4]1. Procedure: 165 g (0.72 mol) of 3,3-ethylenedioxy-1,2,3,4-tetrahydrocarbazole are dissolved in 2 l of acetone, and 3 g of p-toluenesulphonic acid are added. After the reaction solution has been heated under reflux for 4 h it is concentrated, 2 l of ethyl acetate are added, and the mixture is extracted 3 times with 1 l of saturated bicarbonate solution each time. The organic phase is dried with sodium sulphate and evaporated. The residue crystallizes from ether. In this way 118.7 g (89.1% of theory) of the p...